From a dataset of the Open Reaction Database (ORD), a public repository of structured organic reaction records. describe an organic reaction: reactants, conditions, products, and yield The reactants are C1(=CC=CC=C1)O (phenol), C(OC)COC (glyme), C1=CC(=CC=C1C(=O)CBr)Cl (4-chloro-α-bromoacetophenone), C([O-])([O-])=O.[K+].[K+] (potassium carbonate). The product is ClC1=CC=C(OCC(=O)C2=CC=CC=C2)C=C1 (4-chloro-α-phenoxyacetophenone). Reaction SMILES: [C:1]1(O)[CH:6]=[CH:5][CH:4]=[CH:3][CH:2]=1.[CH:8]1C(C(CBr)=O)=[CH:12][CH:11]=[C:10]([Cl:18])[CH:9]=1.C(=O)([O-])[O-].[K+].[K+].[CH2:25]([CH2:28][O:29]C)[O:26][CH3:27]>>[Cl:18][C:10]1[CH:11]=[CH:12][C:27]([O:26][CH2:25][C:28]([C:1]2[CH:6]=[CH:5][CH:4]=[CH:3][CH:2]=2)=[O:29])=[CH:8][CH:9]=1 |f:2.3.4|. Procedure details: A mixture of 40.5 g. (0.43 mole) of phenol, 100 g. (0.428 mole) of 4-chloro-α-bromoacetophenone, 100 g. (0.725 mole) of potassium carbonate and 500 ml. of glyme is heated to its reflux temperature and maintained at reflux for about 6 hours. The reaction mixture is evaporated to remove the solvent. The residue is diluted with water and diethyl ether, and the layers are separated. The ether layer is washed with water and saturated sodium chloride solution and dried over magnesium sulfate. The ethe...